Dataset: the Open Reaction Database (ORD), a public repository of structured organic reaction records. Task: describe an organic reaction: reactants, conditions, products, and yield Starting materials: N[C@@H](CC(N)=O)C(=O)O (L-Asparagine), [OH-].[Na+] (sodium hydroxide), O1CCOCC1.O (dioxane water), C1(=CC=CC=C1)S(=O)(=O)Cl (benzenesulfonyl chloride), [OH-].[Na+] (sodium hydroxide). Run in O (water). Reaction conditions: time 3 hour. The product is C1(=CC=CC=C1)S(=O)(=O)N[C@@H](CC(N)=O)C(=O)O (N2-Benzenesulfonyl-L-Asparagine). Reaction SMILES: [NH2:1][C@H:2]([C:7]([OH:9])=[O:8])[CH2:3][C:4](=[O:6])[NH2:5].[OH-].[Na+].O1CCOCC1.O.[C:19]1([S:25](Cl)(=[O:27])=[O:26])[CH:24]=[CH:23][CH:22]=[CH:21][CH:20]=1>O>[C:19]1([S:25]([NH:1][C@H:2]([C:7]([OH:9])=[O:8])[CH2:3][C:4](=[O:6])[NH2:5])(=[O:27])=[O:26])[CH:24]=[CH:23][CH:22]=[CH:21][CH:20]=1 |f:1.2,3.4|. Procedure details: To L-Asparagine (10 g), add sodium hydroxide (3.4 g) and dioxane/water (50 mL/50 mL). Cool resulting solution in an ice bath and add benzenesulfonyl chloride (10.6 mL), sodium hydroxide (3.4 g), and water (80 mL). Stir for 3 hours. Add water (200 mL) and extract with EtOAc. Acidify the aqueous solution to pH 3 with concentrated HCl and cool to give a precipitate. After 1 hour collect the solid and dry it in vacuo at 40° C. to give the title compound. Reactants: Cl (HCl), C(C)(C)(C)OC(=O)NC[C@@H](CC1C(C23C(CC=4CCC=NC4C2=NN(C3C)C(=O)OC(C)(C)C)CC1)=O)F (tert-butyl 5-{3-[(tert-butoxycarbonyl)amino]-2-(R)-fluoropropyl}-3-methyl-4-oxo-4,5,7,8,9,10-hexahydro-2H-benzo[g]pyrazolo[4,3-]quinoline-2-carboxylate), NC[C@@H](CN1C(C=2C(C=3C=C4C(=CC13)CCCC4)=NNC2C)=O)F (5-(3-amino-2-(S)-fluoropropyl)-3-methyl-2,5,7,8,9,10-hexahydro-4H-benzo[g]pyrazolo[4,3-c]quinolin-4-one). The solvent is O1CCOCC1 (dioxane), CO (methanol). Conditions: temperature 40 celsius, time 16 hour. Product: hydrochloride salts, NC[C@H](CN1C(C=2C(C=3C=C4C(=CC13)CCCC4)=NNC2C)=O)F (5-(3-amino-2-(R)-fluoropropyl)-3-methyl-2,5,7,8,9,10-hexahydro-4H-benzo[g]pyrazolo[4,3-c]quinolin-4-one), NC[C@@H](CN1C(C=2C(C=3C=C4C(=CC13)CCCC4)=NNC2C)=O)F (5-(3-amino-2-(S)-fluoropropyl)-3-methyl-2,5,7,8,9,10-hexahydro-4H-benzo[g]pyrazolo[4,3-c]quinolin-4-one). RXN SMILES: C(OC(NC[C@H](F)CC1CCC2CC3CCC=NC=3C3=NN(C(OC(C)(C)C)=O)C(C)C23C1=O)=O)(C)(C)C.[NH2:39][CH2:40][C@H:41]([F:62])[CH2:42][N:43]1[C:52]2[CH:51]=[C:50]3[CH2:53][CH2:54][CH2:55][CH2:56][C:49]3=[CH:48][C:47]=2[C:46]2=[N:57][NH:58][C:59]([CH3:60])=[C:45]2[C:44]1=[O:61].Cl>CO.O1CCOCC1>[NH2:39][CH2:40][C@@H:41]([F:62])[CH2:42][N:43]1[C:52]2[CH:51]=[C:50]3[CH2:53][CH2:54][CH2:55][CH2:56][C:49]3=[CH:48][C:47]=2[C:46]2=[N:57][NH:58][C:59]([CH3:60])=[C:45]2[C:44]1=[O:61].[NH2:39][CH2:40][C@H:41]([F:62])[CH2:42][N:43]1[C:52]2[CH:51]=[C:50]3[CH2:53][CH2:54][CH2:55][CH2:56][C:49]3=[CH:48][C:47]=2[C:46]2=[N:57][NH:58][C:59]([CH3:60])=[C:45]2[C:44]1=[O:61]. Procedure: To separate solutions of 5-(3-amino-2-(R)-fluoropropyl)-3-methyl-2,5,7,8,9,10-hexahydro-4H-benzo[g]pyrazolo[4,3-c]quinolin-4-one (1-13) (0.60 g, 1.1 mmol, 1 equiv) and 5-(3-amino-2-(S)-fluoropropyl)-3-methyl-2,5,7,8,9,10-hexahydro-4H-benzo[g]pyrazolo[4,3-c]quinolin-4-one (1-14) (0.70 g, 13 mmol, 1 equiv) in methanol (20 mL) was added 4 N HCl solution in dioxane (30 mL) and the resulting solutions were stirred at 40° C. for 16 h. The clear gel precipitate was filtered, and the filtered solid was ...